The task is: describe an organic reaction: reactants, conditions, products, and yield. This data is from the Open Reaction Database (ORD), a public repository of structured organic reaction records. Reactants: [Al+3], [Br-], CC[Mg+], COc1cc(C(=O)Cl)cc(OC)c1OC, COc1ccc2cc[nH]c2n1, [Cl-], [Cl-], [Cl-], [Cl-], [Cl-], ClCCl, [Zn+2]. Product: COc1ccc2c(C(=O)c3cc(OC)c(OC)c(OC)c3)c[nH]c2n1. Reaction SMILES: [Al+3:32].[Br-:1].[CH2:2]([Mg+:3])[CH3:4].[CH3:16][O:17][c:18]1[cH:19][c:20]([C:21](=[O:22])[Cl:23])[cH:24][c:25]([O:29][CH3:30])[c:26]1[O:27][CH3:28].[CH3:5][O:6][c:7]1[cH:8][cH:9][c:10]2[c:11]([n:12]1)[nH:13][cH:14][cH:15]2.[Cl-:31].[Cl-:33].[Cl-:34].[Cl-:38].[Cl-:40].[Cl:35][CH2:36][Cl:37].[Zn+2:39]>>[CH3:5][O:6][c:7]1[cH:8][cH:9][c:10]2[c:11]([n:12]1)[nH:13][cH:14][c:15]2[C:21]([c:20]1[cH:19][c:18]([O:17][CH3:16])[c:26]([O:27][CH3:28])[c:25]([O:29][CH3:30])[cH:24]1)=[O:22].